This data is from the Open Reaction Database (ORD), a public repository of structured organic reaction records. The task is: describe an organic reaction: reactants, conditions, products, and yield Starting materials: O=C=NCc1ccccc1, CC(O)C(=O)NC1C(=O)N(C)c2ccccc2-c2ccccc21, Cc1ccccc1. The product is CC(OC(=O)NCc1ccccc1)C(=O)NC1C(=O)N(C)c2ccccc2-c2ccccc21. Reaction SMILES: [CH2:1]([c:2]1[cH:3][cH:4][cH:5][cH:6][cH:7]1)[N:8]=[C:9]=[O:10].[OH:11][CH:12]([C:13](=[O:14])[NH:15][CH:16]1[c:17]2[c:18]([cH:29][cH:30][cH:31][cH:32]2)-[c:19]2[c:20]([cH:25][cH:26][cH:27][cH:28]2)[N:21]([CH3:24])[C:22]1=[O:23])[CH3:33].[c:34]1([CH3:35])[cH:36][cH:37][cH:38][cH:39][cH:40]1>>[CH2:1]([c:2]1[cH:3][cH:4][cH:5][cH:6][cH:7]1)[NH:8][C:9](=[O:10])[O:11][CH:12]([C:13](=[O:14])[NH:15][CH:16]1[c:17]2[c:18]([cH:29][cH:30][cH:31][cH:32]2)-[c:19]2[c:20]([cH:25][cH:26][cH:27][cH:28]2)[N:21]([CH3:24])[C:22]1=[O:23])[CH3:33]. Reactants: O=C([O-])O, CCO, O=C1c2ccccc2C(=O)N1Cc1ccc2oc(Cc3ccc(F)cc3)cc2c1, NN, [Na+], C1CCOC1, O. Product: NCc1ccc2oc(Cc3ccc(F)cc3)cc2c1. As a reaction SMILES: [C:38](=[O:39])([OH:40])[O-:41].[CH3:43][CH2:44][OH:45].[F:1][c:2]1[cH:3][cH:4][c:5]([CH2:6][c:7]2[o:8][c:9]3[c:10]([cH:11]2)[cH:12][c:13]([CH2:16][N:17]2[C:18](=[O:19])[c:20]4[c:21]([cH:22][cH:23][cH:24][cH:25]4)[C:26]2=[O:27])[cH:14][cH:15]3)[cH:28][cH:29]1.[NH2:36][NH2:37].[Na+:42].[O:30]1[CH2:31][CH2:32][CH2:33][CH2:34]1.[OH2:35]>>[F:1][c:2]1[cH:3][cH:4][c:5]([CH2:6][c:7]2[o:8][c:9]3[c:10]([cH:11]2)[cH:12][c:13]([CH2:16][NH2:17])[cH:14][cH:15]3)[cH:28][cH:29]1. Starting materials: OCC1=CC=C(C=C1)S(=O)(=O)NC (4-hydroxymethyl-N-methyl-benzenesulfonamide). Reagents/catalysts: O=[Mn]=O (MnO2). The solvent is C(Cl)Cl (DCM), C(Cl)Cl (DCM). Reaction conditions: time 15 minute. Product: C(=O)C1=CC=C(C=C1)S(=O)(=O)NC (4-formyl-N-methyl-benzenesulfonamide). The yield is 40.8%. RXN SMILES: [OH:1][CH2:2][C:3]1[CH:8]=[CH:7][C:6]([S:9]([NH:12][CH3:13])(=[O:11])=[O:10])=[CH:5][CH:4]=1>C(Cl)Cl.O=[Mn]=O>[CH:2]([C:3]1[CH:4]=[CH:5][C:6]([S:9]([NH:12][CH3:13])(=[O:11])=[O:10])=[CH:7][CH:8]=1)=[O:1]. Procedure details: A solution of 4-hydroxymethyl-N-methyl-benzenesulfonamide (1.61 g, 8.0 mmol) in DCM (50 mL) is added to a mixture of MnO2 (16.1 g, 167 mmol) in DCM (65 mL). The mixture is stirred at rt for 15 min, filtered over celite and the solvent of the filtrate is evaporated to give 4-formyl-N-methyl-benzenesulfonamide (651 mg) as a white solid; LC-MS: tR=0.68 min; 1H NMR (D6-DMSO): δ 10.08 (s, 1H), 8.12-8.07 (m, 2H), 7.98-7.94 (m, 2H), 7.68 (s br, 1H), 2.42 (s, 3H). Starting materials: COC(=O)c1cccc(-n2cccc2C#N)c1, CN(C)C=O, Cl, N=C(N)N, O. Yields the product N#Cc1cccn1-c1cccc(C(=O)N=C(N)N)c1. Reaction SMILES: [C:6](#[N:7])[c:8]1[n:9](-[c:13]2[cH:14][c:15]([C:16](=[O:17])[O:18][CH3:19])[cH:20][cH:21][cH:22]2)[cH:10][cH:11][cH:12]1.[CH3:24][N:25]([CH3:26])[CH:27]=[O:28].[ClH:1].[NH2:2][C:3](=[NH:4])[NH2:5].[OH2:23]>>[NH2:2][C:3](=[N:4][C:16]([c:15]1[cH:14][c:13](-[n:9]2[c:8]([C:6]#[N:7])[cH:12][cH:11][cH:10]2)[cH:22][cH:21][cH:20]1)=[O:17])[NH2:5].